From a dataset of the Open Reaction Database (ORD), a public repository of structured organic reaction records. describe an organic reaction: reactants, conditions, products, and yield Reactants: O=C1CCCCC1Cc1ccc([N+](=O)[O-])c(OCc2ccccc2)c1, CC(=O)[O-], CO, Cl, NO, [Na+]. The product is O=[N+]([O-])c1ccc(CC2CCCCC2=NO)cc1OCc1ccccc1. Reaction SMILES: [CH2:1]([c:2]1[cH:3][cH:4][cH:5][cH:6][cH:7]1)[O:8][c:9]1[cH:10][c:11]([CH2:12][CH:13]2[C:14](=[O:19])[CH2:15][CH2:16][CH2:17][CH2:18]2)[cH:20][cH:21][c:22]1[N+:23](=[O:24])[O-:25].[CH3:30][C:31](=[O:32])[O-:33].[CH3:34][OH:35].[ClH:26].[NH2:27][OH:28].[Na+:29]>>[CH2:1]([c:2]1[cH:3][cH:4][cH:5][cH:6][cH:7]1)[O:8][c:9]1[cH:10][c:11]([CH2:12][CH:13]2[C:14](=[N:27][OH:28])[CH2:15][CH2:16][CH2:17][CH2:18]2)[cH:20][cH:21][c:22]1[N+:23](=[O:24])[O-:25]. The reactants are C(CC(O)(C(=O)O)CC(=O)O)(=O)O (citric acid), FC1=C(C=CC(=C1)C(F)(F)F)C1=C2C=CC(=CC2=CC=C1)S(=O)(=O)NC1=NC=NC=C1 (5-(2-fluoro-4-(trifluoromethyl)phenyl)-N-(pyrimidin-4-yl)naphthalene-2-sulfonamide), N1C=NC=C1 (1H-imidazole), CC(C)([O-])C.[Li+] (lithium tert-butoxide). Run in O1CCOCC1 (dioxane). Run at temperature 180 celsius. The product is N1(C=NC=C1)C1=C(C=CC(=C1)C(F)(F)F)C1=C2C=CC(=CC2=CC=C1)S(=O)(=O)NC1=NC=NC=C1 (5-(2-(1H-imidazol-1-yl)-4-(trifluoromethyl)phenyl)-N-(pyrimidin-4-yl)naphthalene-2-sulfonamide). Yield: 48.8%. As a reaction SMILES: F[C:2]1[CH:7]=[C:6]([C:8]([F:11])([F:10])[F:9])[CH:5]=[CH:4][C:3]=1[C:12]1[CH:21]=[CH:20][CH:19]=[C:18]2[C:13]=1[CH:14]=[CH:15][C:16]([S:22]([NH:25][C:26]1[CH:31]=[CH:30][N:29]=[CH:28][N:27]=1)(=[O:24])=[O:23])=[CH:17]2.[NH:32]1[CH:36]=[CH:35][N:34]=[CH:33]1.CC(C)([O-])C.[Li+].C(O)(=O)CC(CC(O)=O)(C(O)=O)O>O1CCOCC1>[N:32]1([C:2]2[CH:7]=[C:6]([C:8]([F:10])([F:11])[F:9])[CH:5]=[CH:4][C:3]=2[C:12]2[CH:21]=[CH:20][CH:19]=[C:18]3[C:13]=2[CH:14]=[CH:15][C:16]([S:22]([NH:25][C:26]2[CH:31]=[CH:30][N:29]=[CH:28][N:27]=2)(=[O:23])=[O:24])=[CH:17]3)[CH:36]=[CH:35][N:34]=[CH:33]1 |f:2.3|. Procedure details: A microwave vial charged with 5-(2-fluoro-4-(trifluoromethyl)phenyl)-N-(pyrimidin-4-yl)naphthalene-2-sulfonamide (0.111 g, 0.248 mmol), 1H-imidazole (0.051 g, 0.744 mmol), 1 mL dioxane, and lithium tert-butoxide (1N in THF) (0.992 ml, 0.992 mmol) was heated to 180° C. in the microwave for 90 minutes. LC/MS showed incomplete reaction, so the reaction mixture was heated to 180° C. for an additional 90 minutes. LC/MS showed mostly product, so the reaction mixture was poured into 1N citric acid solu... Reactants: CS(=O)(=O)c1nccc(-n2cnc3ccccc32)n1, Cc1ccccc1CN. The product is Cc1ccccc1CNc1nccc(-n2cnc3ccccc32)n1. RXN SMILES: [CH3:1][S:2](=[O:3])(=[O:4])[c:5]1[n:6][cH:7][cH:8][c:9](-[n:11]2[cH:12][n:13][c:14]3[c:15]2[cH:16][cH:17][cH:18][cH:19]3)[n:10]1.[CH3:20][c:21]1[c:22]([CH2:23][NH2:24])[cH:25][cH:26][cH:27][cH:28]1>>[c:5]1([NH:24][CH2:23][c:22]2[c:21]([CH3:20])[cH:28][cH:27][cH:26][cH:25]2)[n:6][cH:7][cH:8][c:9](-[n:11]2[cH:12][n:13][c:14]3[c:15]2[cH:16][cH:17][cH:18][cH:19]3)[n:10]1. Starting materials: [Br-], CC(=O)c1ccc(C(=O)N2c3ccccc3C(N(C(C)=O)c3ccc(Cl)cc3)CC2C)cc1, C1CCOC1, C[Mg+], [Cl-], [NH4+]. Yields the product CC(=O)N(c1ccc(Cl)cc1)C1CC(C)N(C(=O)c2ccc(C(C)(C)O)cc2)c2ccccc21. As a reaction SMILES: [Br-:34].[C:1]([CH3:2])(=[O:3])[c:4]1[cH:5][cH:6][c:7]([C:8](=[O:9])[N:10]2[CH:11]([CH3:31])[CH2:12][CH:13]([N:20]([C:21]([CH3:22])=[O:23])[c:24]3[cH:25][cH:26][c:27]([Cl:30])[cH:28][cH:29]3)[c:14]3[cH:15][cH:16][cH:17][cH:18][c:19]32)[cH:32][cH:33]1.[CH2:39]1[O:40][CH2:41][CH2:42][CH2:43]1.[CH3:35][Mg+:36].[Cl-:37].[NH4+:38]>>[C:1]([CH3:2])([OH:3])([c:4]1[cH:5][cH:6][c:7]([C:8](=[O:9])[N:10]2[CH:11]([CH3:31])[CH2:12][CH:13]([N:20]([C:21]([CH3:22])=[O:23])[c:24]3[cH:25][cH:26][c:27]([Cl:30])[cH:28][cH:29]3)[c:14]3[cH:15][cH:16][cH:17][cH:18][c:19]32)[cH:32][cH:33]1)[CH3:35]. Reactants: BrC1=CC=C(C=C1)\C=C(\C1=CC=C(C=C1)CC)/Cl (1-bromo-4-[(Z)-2-chloro-2-(4-ethylphenyl) vinyl] benzene), [OH-].[K+] (KOH). Solvent: O1CCOCC1 (1,4-dioxane), CO (MeOH). Product: BrC1=CC=C(C=C1)C#CC1=CC=C(C=C1)CC (1-bromo-4-[(4-ethylphenyl) ethynyl] benzene). The yield is 99.2%. RXN SMILES: [Br:1][C:2]1[CH:7]=[CH:6][C:5](/[CH:8]=[C:9](\Cl)/[C:10]2[CH:15]=[CH:14][C:13]([CH2:16][CH3:17])=[CH:12][CH:11]=2)=[CH:4][CH:3]=1.[OH-].[K+]>O1CCOCC1.CO>[Br:1][C:2]1[CH:3]=[CH:4][C:5]([C:8]#[C:9][C:10]2[CH:11]=[CH:12][C:13]([CH2:16][CH3:17])=[CH:14][CH:15]=2)=[CH:6][CH:7]=1 |f:1.2|. Reported procedure: To a 100 mL flask containing a solution of 1-bromo-4-[(Z)-2-chloro-2-(4-ethylphenyl) vinyl] benzene (VIc) (9.540 g; 29.66 mmol) in 1,4-dioxane (48 mL; 5 vols) and MeOH (14 mL; 1.5 vols), KOH (3.328 g; 59.32 mmol) was added in one portion. Protocol and work-up was then similar with those described above. Title compound (m=8.39 g) was obtained in a 99% yield. Melting point: 117° C. The reactants are ClC1=NC=CC(=N1)C1=C(N=C(S1)C(C)(C)C)C=1C(=C(C=CC1)NS(=O)(=O)C1=C(C=CC(=C1)F)F)F (N-{3-[5-(2-chloro-4-pyrimidinyl)-2-(1,1-dimethylethyl)-1,3-thiazol-4-yl]-2-fluorophenyl}-2,5-difluorobenzenesulfonamide), NCCN1C(CCC1)=O (1-(2-aminoethyl)-2-pyrrolidinone), CCN(C(C)C)C(C)C (DIEA), amine, CCN(C(C)C)C(C)C (DIEA). The solvent is CO (MeOH), C(Cl)Cl (DCM). Reaction conditions: temperature 50 celsius. Product: CC(C)(C)C=1SC(=C(N1)C=1C(=C(C=CC1)NS(=O)(=O)C1=C(C=CC(=C1)F)F)F)C1=NC(=NC=C1)NCCN1C(CCC1)=O (N-{3-[2-(1,1-Dimethylethyl)-5-(2-{[2-(2-oxo-1-pyrrolidinyl)ethyl]amino}-4-pyrimidinyl)-1,3-thiazol-4-yl]-2-fluorophenyl}-2,5-difluorobenzenesulfonamide). The yield is 68.0%. As a reaction SMILES: Cl[C:2]1[N:7]=[C:6]([C:8]2[S:12][C:11]([C:13]([CH3:16])([CH3:15])[CH3:14])=[N:10][C:9]=2[C:17]2[C:18]([F:35])=[C:19]([NH:23][S:24]([C:27]3[CH:32]=[C:31]([F:33])[CH:30]=[CH:29][C:28]=3[F:34])(=[O:26])=[O:25])[CH:20]=[CH:21][CH:22]=2)[CH:5]=[CH:4][N:3]=1.[NH2:36][CH2:37][CH2:38][N:39]1[CH2:43][CH2:42][CH2:41][C:40]1=[O:44].CCN(C(C)C)C(C)C>CO.C(Cl)Cl>[CH3:14][C:13]([C:11]1[S:12][C:8]([C:6]2[CH:5]=[CH:4][N:3]=[C:2]([NH:36][CH2:37][CH2:38][N:39]3[CH2:43][CH2:42][CH2:41][C:40]3=[O:44])[N:7]=2)=[C:9]([C:17]2[C:18]([F:35])=[C:19]([NH:23][S:24]([C:27]3[CH:32]=[C:31]([F:33])[CH:30]=[CH:29][C:28]=3[F:34])(=[O:26])=[O:25])[CH:20]=[CH:21][CH:22]=2)[N:10]=1)([CH3:16])[CH3:15]. Procedure details: A mixture of N-{3-[5-(2-chloro-4-pyrimidinyl)-2-(1,1-dimethylethyl)-1,3-thiazol-4-yl]-2-fluorophenyl}-2,5-difluorobenzenesulfonamide (0.15 g, 0.28 mmol), 1-(2-aminoethyl)-2-pyrrolidinone (0.18 g, 0.83 mmol) and DIEA (0.10 ml, 0.56 mmol) in MeOH (0.5 ml) was heated at 50° C. for 2 h. LCMS analysis indicated that the reaction was proceeding very slowly, another equivalent amine and DIEA was added and the reaction was heated overnight. LCMS analysis indicated the reaction had still not progressed s... Starting materials: C1(CC1)N1C=C(C(C2=C(C(=C(C(=C12)F)F)F)C=C)=O)C(=O)OCC (Ethyl 1-cyclopropyl-6,7,8-trifluoro-1,4-dihydro-4-oxo-5-vinyl-3-quinolinecarboxylate), O (water), S(O)(O)(=O)=O (sulphuric acid), O (water). The solvent is C(C)(=O)O (acetic acid). Yields the product C1(CC1)N1C=C(C(C2=C(C(=C(C(=C12)F)F)F)C=C)=O)C(=O)O (1-Cyclopropyl-6,7,8-trifluoro-1,4-dihydro-4-oxo-5-vinyl-3-quinolinecarboxylic acid). Isolated yield 75.6%. Reaction SMILES: [CH:1]1([N:4]2[C:13]3[C:8](=[C:9]([CH:17]=[CH2:18])[C:10]([F:16])=[C:11]([F:15])[C:12]=3[F:14])[C:7](=[O:19])[C:6]([C:20]([O:22]CC)=[O:21])=[CH:5]2)[CH2:3][CH2:2]1.O.S(=O)(=O)(O)O>C(O)(=O)C>[CH:1]1([N:4]2[C:13]3[C:8](=[C:9]([CH:17]=[CH2:18])[C:10]([F:16])=[C:11]([F:15])[C:12]=3[F:14])[C:7](=[O:19])[C:6]([C:20]([OH:22])=[O:21])=[CH:5]2)[CH2:3][CH2:2]1. Procedure details: 3 g of the product of Example A are refluxed for 1.5 hours in a mixture of 40 ml of glacial acetic acid, 2 ml of water and 0.6 ml of concentrated sulphuric acid. The reaction mixture is then treated with 40 ml of water and cooled to room temperature. The product is filtered off with suction, washed with water and dried. 2.08 g of the title compound are obtained (75% of theory).